From a dataset of the Open Reaction Database (ORD), a public repository of structured organic reaction records. describe an organic reaction: reactants, conditions, products, and yield The reactants are ClC1=CC=C(C=C1)CNC(=O)C=1C=NC2=C(C(=C(C=C2C1O)F)F)F (N-((4-Chlorophenyl)methyl)-4-hydroxy-6,7,8-trifluoro-3-quinolinecarboxamide), [H-].[Na+] (sodium hydride), CN(C)C=O (DMF), O (water), CO (methanol). Solvent: C(C)(=O)O (acetic acid). Run at temperature 140 celsius. The product is ClC1=CC=C(C=C1)CNC(=O)C=1C=NC2=C(C(=C(C=C2C1O)F)OC)OC (N-((4-Chlorophenyl)methyl)-7,8-dimethoxy-6-fluoro-4-hydroxy-3-quinolinecarboxamide). RXN SMILES: [Cl:1][C:2]1[CH:7]=[CH:6][C:5]([CH2:8][NH:9][C:10]([C:12]2[CH:13]=[N:14][C:15]3[C:20]([C:21]=2[OH:22])=[CH:19][C:18]([F:23])=[C:17](F)[C:16]=3F)=[O:11])=[CH:4][CH:3]=1.[H-].[Na+].[CH3:28][OH:29].O.CN([CH:34]=[O:35])C>C(O)(=O)C>[Cl:1][C:2]1[CH:7]=[CH:6][C:5]([CH2:8][NH:9][C:10]([C:12]2[CH:13]=[N:14][C:15]3[C:20]([C:21]=2[OH:22])=[CH:19][C:18]([F:23])=[C:17]([O:29][CH3:28])[C:16]=3[O:35][CH3:34])=[O:11])=[CH:4][CH:3]=1 |f:1.2|. Procedure details: N-((4-Chlorophenyl)methyl)-4-hydroxy-6,7,8-trifluoro-3-quinolinecarboxamide (366 mg) from Example No. 15 and sodium hydride (60% dispersion, 160 mg) are dissolved in DMF (10 mL) and to the mixture is added methanol (200 μL). The mixture is heated at 140° C. for 1 h. The reaction mixture is allowed to cool to rt, poured into water (40 mL), acidified with acetic acid (10 mL), and is filtered. The crude product is recrystalized from acetic acid/water and then from toluene to afford 174 mg of the ti... Reactants: Cl.Cl.CC1=C(C=NN1)C1=CC=2N=C(NC(C2S1)=O)[C@H]1NCC=CC1 (6-(5-methyl-1H-pyrazol-4-yl)-2-[(2S)-1,2,3,6-tetrahydropyridin-2-yl]thieno[3,2-d]pyrimidin-4(3H)-one dihydrochloride), O (Water). RXN SMILES: [ClH:1].Cl.[CH3:3][C:4]1[NH:8][N:7]=[CH:6][C:5]=1[C:9]1[S:17][C:16]2[C:15](=[O:18])[NH:14][C:13]([C@@H:19]3[CH2:24][CH:23]=[CH:22][CH2:21][NH:20]3)=[N:12][C:11]=2[CH:10]=1.O>C(O)C>[ClH:1].[CH3:3][C:4]1[NH:8][N:7]=[CH:6][C:5]=1[C:9]1[S:17][C:16]2[C:15](=[O:18])[NH:14][C:13]([C@@H:19]3[CH2:24][CH:23]=[CH:22][CH2:21][NH:20]3)=[N:12][C:11]=2[CH:10]=1 |f:0.1.2,5.6|. Conditions: temperature 90 celsius. Run in C(C)O (ethanol). The yield is 53.3%. Yields the product Cl.CC1=C(C=NN1)C1=CC=2N=C(NC(C2S1)=O)[C@H]1NCC=CC1 (6-(5-methyl-1H-pyrazol-4-yl)-2-[(2S)-1,2,3,6-tetrahydropyridin-2-yl]thieno[3,2-d]pyrimidin-4(3H)-one hydrochloride). Procedure: 6-(5-Methyl-1H-pyrazol-4-yl)-2-[(2S)-1,2,3,6-tetrahydropyridin-2-yl]thieno[3,2-d]pyrimidin-4(3H)-one dihydrochloride (350 mg) produced in Example 145, step C, was suspended in ethanol (12 mL), and the mixture was stirred with heating at 90° C. Water (1.6 mL) was added to give a solution, and the solution was allowed to cool to room temperature. The mixture was concentrated under reduced pressure, methanol (8 mL) was added to the residue, and the mixture was stirred with heating at 65° C. Water (... The reactants are ClC1=C(C=C2C=CC(=NC2=C1)C)O (7-chloro-2-methylquinolin-6-ol), ClC1=CC=C(C=C1)C=1C(=C(C=C2C=CC=NC12)C)OC (8-(4-chlorophenyl)-7-methoxy-6-methylquinoline). Product: ClC1=CC=C(C=C1)C=1C(=C(C=C2C=CC=NC12)C)O (8-(4-chlorophenyl)-6-methylquinolin-7-ol). As a reaction SMILES: ClC1C=C2C(C=CC(C)=N2)=CC=1O.[Cl:14][C:15]1[CH:20]=[CH:19][C:18]([C:21]2[C:22]([O:32]C)=[C:23]([CH3:31])[CH:24]=[C:25]3[C:30]=2[N:29]=[CH:28][CH:27]=[CH:26]3)=[CH:17][CH:16]=1>>[Cl:14][C:15]1[CH:16]=[CH:17][C:18]([C:21]2[C:22]([OH:32])=[C:23]([CH3:31])[CH:24]=[C:25]3[C:30]=2[N:29]=[CH:28][CH:27]=[CH:26]3)=[CH:19][CH:20]=1. Reported procedure: Compound 4C was prepared following the procedure used to prepare compound 1C of Example 1, except that 8-(4-chlorophenyl)-7-methoxy-6-methylquinoline (4B) was used instead of compound 1B. LCMS-ESI+ (m/z): 270.2, 272.2 (M+H)+. The reactants are CC(C)(C)OC(=O)N1CCC2(CC1)c1ccccc1CS2=O, ClCCl, Cl, C1COCCO1. Yields the product Cl, O=S1Cc2ccccc2C12CCNCC2. As a reaction SMILES: [C:1]([O:2][C:3](=[O:4])[N:8]1[CH2:9][CH2:10][C:11]2([S:12](=[O:20])[CH2:13][c:14]3[c:15]2[cH:16][cH:17][cH:18][cH:19]3)[CH2:21][CH2:22]1)([CH3:5])([CH3:6])[CH3:7].[CH2:24]([Cl:25])[Cl:26].[ClH:23].[O:27]1[CH2:28][CH2:29][O:30][CH2:31][CH2:32]1>>[ClH:23].[NH:8]1[CH2:9][CH2:10][C:11]2([S:12](=[O:20])[CH2:13][c:14]3[c:15]2[cH:16][cH:17][cH:18][cH:19]3)[CH2:21][CH2:22]1. Reactants: C(C)(C)(C)OC(NC=1[C@@](OC[C@@](N1)(C)C1=C(C=CC(=C1)N)F)(C(F)(F)F)C)=O ([(2R,5R)-5-(5-amino-2-fluoro-phenyl)-2,5-dimethyl-2-trifluoromethyl-5,6-dihydro-2H-[1,4]oxazin-3-yl]-carbamic acid tert-butyl ester), C(#N)C=1C=C(C(=NC1)C(=O)O)C (5-cyano-3-methyl-pyridine-2-carboxylic acid), CCN=C=NCCCN(C)C.Cl (EDC.HCl), C1=CC2=C(N=C1)N(N=N2)O (HOAt), CCN(C(C)C)C(C)C (DIPEA). Solvent: CN(C)C=O (DMF). Run at time 16 hour. Product: C(C)(C)(C)OC(NC=1[C@@](OC[C@@](N1)(C)C1=C(C=CC(=C1)NC(=O)C1=NC=C(C=C1C)C#N)F)(C(F)(F)F)C)=O (((2R,5R)-5-{5-[(5-Cyano-3-methyl-pyridine-2-carbonyl)-amino]-2-fluoro-phenyl}-2,5-dimethyl-2-trifluoromethyl-5,6-dihydro-2H-[1,4]oxazin-3-yl)-carbamic acid tert-butyl ester). As a reaction SMILES: [C:1]([O:5][C:6](=[O:28])[NH:7][C:8]1[C@:9]([CH3:27])([C:23]([F:26])([F:25])[F:24])[O:10][CH2:11][C@:12]([C:15]2[CH:20]=[C:19]([NH2:21])[CH:18]=[CH:17][C:16]=2[F:22])([CH3:14])[N:13]=1)([CH3:4])([CH3:3])[CH3:2].[C:29]([C:31]1[CH:32]=[C:33]([CH3:40])[C:34]([C:37](O)=[O:38])=[N:35][CH:36]=1)#[N:30].CCN=C=NCCCN(C)C.Cl.C1C=NC2N(O)N=NC=2C=1.CCN(C(C)C)C(C)C>CN(C=O)C>[C:1]([O:5][C:6](=[O:28])[NH:7][C:8]1[C@:9]([CH3:27])([C:23]([F:26])([F:25])[F:24])[O:10][CH2:11][C@:12]([C:15]2[CH:20]=[C:19]([NH:21][C:37]([C:34]3[C:33]([CH3:40])=[CH:32][C:31]([C:29]#[N:30])=[CH:36][N:35]=3)=[O:38])[CH:18]=[CH:17][C:16]=2[F:22])([CH3:14])[N:13]=1)([CH3:2])([CH3:3])[CH3:4] |f:2.3|. Procedure: To a solution of [(2R,5R)-5-(5-amino-2-fluoro-phenyl)-2,5-dimethyl-2-trifluoromethyl-5,6-dihydro-2H-[1,4]oxazin-3-yl]-carbamic acid tert-butyl ester (82 mg, 0.20 mmol) in DMF (2 ml) was added 5-cyano-3-methyl-pyridine-2-carboxylic acid (42 mg, 0.26 mmol), EDC.HCl (51 mg, 0.26 mmol), HOAt (31 mg, 0.22 mmol) and DIPEA (0.09 ml, 0.52 mmol) and the reaction mixture was kept at 25° C. for 16 h. The mixture was concentrated, the residue dissolved in EtOAc and washed with saturated NaHCO3 solution and ...